Dataset: the Open Reaction Database (ORD), a public repository of structured organic reaction records. Task: describe an organic reaction: reactants, conditions, products, and yield Reactants: COC(CN)OC (Aminoacetaldehyde dimethylacetal), N(=C=O)C1CCN(CC1)C(=O)OCC1=CC=CC=C1 (benzyl 4-isocyanatopiperidine-1-carboxylate). The reagents and catalysts are [Pd] (Palladium on charcoal). The solvent is C1CCOC1 (THF). Run at time 3 hour. The product is N1CCC(CC1)N1C(NC=C1)=O (1-piperidin-4-yl-1,3-dihydro-2H-imidazol-2-one). Reaction SMILES: CO[CH:3](OC)[CH2:4][NH2:5].[N:8]([CH:11]1[CH2:16][CH2:15][N:14](C(OCC2C=CC=CC=2)=O)[CH2:13][CH2:12]1)=[C:9]=[O:10]>C1COCC1.[Pd]>[NH:14]1[CH2:13][CH2:12][CH:11]([N:8]2[CH:3]=[CH:4][NH:5][C:9]2=[O:10])[CH2:16][CH2:15]1. Procedure: Aminoacetaldehyde dimethylacetal (1.2 g) was added to a solution of benzyl 4-isocyanatopiperidine-1-carboxylate (3 g) in THF (100 ml) and the mixture was stirred for 3 hours. 20% Palladium on charcoal (500 mg) was added and the mixture was hydrogenated under a hydrogen filled balloon. The catalyst was filtered through Celite and the residue was evaporated to dryness then dissolved in ethanol and subjected to repeat hydrogenation with fresh palladium on charcoal catalyst (500 mg). The catalyst wa... Reactants: C1CCOC1 (THF), CN(CCN1C(C(NCC1)(C)C)=O)C (1-(2-(dimethylamino)ethyl)-3,3-dimethylpiperazin-2-one), CCN(C(C)C)C(C)C (DIEA), C(C)(C)(C)C1=CC(=C(S1)C(=O)O)[N+](=O)[O-] (5-tert-butyl-3-nitrothiophene-2-carboxylic acid). The solvent is S(=O)(Cl)Cl (thionyl chloride), C(C)(=O)OCC (ethyl acetate). Conditions: time 5 minute. The product is C(C)(C)(C)C=1SC(=C(C1)[N+](=O)[O-])C(=O)N1C(C(N(CC1)CCN(C)C)=O)(C)C (4-(2-tert-butyl-4-nitrothiophene-5-carbonyl)-1-(2-(dimethylamino)ethyl)-3,3-dimethyl-piperazin-2-one). The yield is 85.0%. RXN SMILES: [C:1]([C:5]1[S:9][C:8]([C:10]([OH:12])=O)=[C:7]([N+:13]([O-:15])=[O:14])[CH:6]=1)([CH3:4])([CH3:3])[CH3:2].C1COCC1.[CH3:21][N:22]([CH3:34])[CH2:23][CH2:24][N:25]1[CH2:30][CH2:29][NH:28][C:27]([CH3:32])([CH3:31])[C:26]1=[O:33].CCN(C(C)C)C(C)C>S(Cl)(Cl)=O.C(OCC)(=O)C>[C:1]([C:5]1[S:9][C:8]([C:10]([N:28]2[CH2:29][CH2:30][N:25]([CH2:24][CH2:23][N:22]([CH3:21])[CH3:34])[C:26](=[O:33])[C:27]2([CH3:32])[CH3:31])=[O:12])=[C:7]([N+:13]([O-:15])=[O:14])[CH:6]=1)([CH3:2])([CH3:3])[CH3:4]. Procedure: A stirred solution of 5-tert-butyl-3-nitrothiophene-2-carboxylic acid (0.214 g, 0.933 mmol) in 2 ml thionyl chloride was warmed at 45° C. for 1 h and then concentrated under vacuum. The residue was dissolved in 2 ml THF and added to a 3 ml THF solution of 1-(2-(dimethylamino)ethyl)-3,3-dimethylpiperazin-2-one (0.242 g, 1.21 mmol) and DIEA (0.362 g, 2.80 mmol). The resulting mixture was stirred at room temperature for 5 minutes, diluted with ethyl acetate, washed with 1N HCl, water, brine, dried ... The reactants are C(C1=CC=CC=C1)(=O)OC[C@@H]1[C@@H]([C@@H](C=CO1)O)O (6-O-benzoylgalactal), C(C)(=O)OC=C (vinyl acetate). The solvent is C(OC)COC (dimethoxyethane). Product: C(C)(=O)O[C@@H]1C=CO[C@@H]([C@@H]1O)COC(C1=CC=CC=C1)=O (3-O-acetyl-6-O-benzoylgalactal). Yield: 80.0%. As a reaction SMILES: [C:1]([O:9][CH2:10][C@H:11]1[O:16][CH:15]=[CH:14][C@@H:13]([OH:17])[C@H:12]1[OH:18])(=[O:8])[C:2]1[CH:7]=[CH:6][CH:5]=[CH:4][CH:3]=1.[C:19](OC=C)(=[O:21])[CH3:20]>C(COC)OC>[C:19]([O:17][C@H:13]1[C@@H:12]([OH:18])[C@@H:11]([CH2:10][O:9][C:1](=[O:8])[C:2]2[CH:3]=[CH:4][CH:5]=[CH:6][CH:7]=2)[O:16][CH:15]=[CH:14]1)(=[O:21])[CH3:20]. Reported procedure: 1.0 g (4 mmol) of 6-O-benzoylgalactal is taken up in 10-15 ml of dimethoxyethane (DME) and 20-25 ml of vinyl acetate and stirred with 1 g of lipase P at room temperature for 8 h, Filtering off the enzyme and crystallization or chromatography on silica gel (ether/hexane 1:1) yield 3-O-acetyl-6-O-benzoylgalactal in 80-85% yield, Reactants: FC(C(=O)N[C@H](COC1=CC=C(C(=O)OC)C=C1)C)(F)F (methyl (S)-4-[2-(trifluoroacetamido)-1-propoxy]benzoate), C(=O)([O-])[O-].[K+].[K+] (K2CO3), CI (MeI). Run in O (H2O), CN(C)C=O (DMF). Reaction conditions: time 2 day. Product: CN(C(C(F)(F)F)=O)[C@H](COC1=CC=C(C(=O)OC)C=C1)C (methyl (S)-4-[2-[(N-methyl)trifluoroacetamido]-1-propoxy]benzoate). Isolated yield 98.9%. Reaction SMILES: [F:1][C:2]([F:21])([F:20])[C:3]([NH:5][C@@H:6]([CH3:19])[CH2:7][O:8][C:9]1[CH:18]=[CH:17][C:12]([C:13]([O:15][CH3:16])=[O:14])=[CH:11][CH:10]=1)=[O:4].[C:22]([O-])([O-])=O.[K+].[K+].CI>CN(C=O)C.O>[CH3:22][N:5]([C@@H:6]([CH3:19])[CH2:7][O:8][C:9]1[CH:18]=[CH:17][C:12]([C:13]([O:15][CH3:16])=[O:14])=[CH:11][CH:10]=1)[C:3](=[O:4])[C:2]([F:20])([F:21])[F:1] |f:1.2.3|. Procedure details: To a stirred solution of methyl (S)-4-[2-(trifluoroacetamido)-1-propoxy]benzoate (695 mg, 2.28 mmol) and K2CO3 (630 mg, 4.56 mmol) in DMF (10 ml) was added MeI (210 ml, 3.37 mmol) and the reaction mixture was stirred at room temperature for 2 days. The mixture was diluted with H2O and extracted with EtOAc. The extract was washed with brine, dried over Na2SO4, and evaporated. The residue was purified by column chromatography on silica-gel with EtOAc—CHCl3 (1:19, v/v) as eluent to give methyl (S)-... Starting materials: [K+].BrC1=CC=C(C=C1)C=CC(C(=O)[O-])=O (4-(4-bromo-phenyl)-2-oxo-3-butenoic acid potassium salt), CI (methyl iodide), O (water). Run in CN(C=O)C (N,N-dimethylformamide). Run at temperature 75 celsius, time 4 hour. The product is COC(C(C=CC1=CC=C(C=C1)Br)=O)=O (4-(4-bromo-phenyl)-2-oxo-3-butenoic acid methyl ester). The yield is 30.6%. RXN SMILES: [K+].[Br:2][C:3]1[CH:8]=[CH:7][C:6]([CH:9]=[CH:10][C:11](=[O:15])[C:12]([O-:14])=[O:13])=[CH:5][CH:4]=1.[CH3:16]I.O>CN(C)C=O>[CH3:16][O:13][C:12](=[O:14])[C:11](=[O:15])[CH:10]=[CH:9][C:6]1[CH:5]=[CH:4][C:3]([Br:2])=[CH:8][CH:7]=1 |f:0.1|. Procedure details: A mixture of 4-(4-bromo-phenyl)-2-oxo-3-butenoic acid potassium salt (48.0 g, 164.0 mmol) prepared in Step 1 and methyl iodide (20.0 mL, 327.0 mmol) in N,N-dimethylformamide (250.0 mL) was stirred at 75° C. for 4 hours and then distilled water was added thereto. The reaction mixture was extracted with ethyl acetate. The extract was washed with a sodium hydrogen carbonate solution and brine, dried on anhydrous magnesium sulfate, and then concentrated under reduced pressure to give a yellow liquid... As a reaction SMILES: [C:22](=[O:23])([O:24][C:25]([CH3:26])([CH3:27])[CH3:28])[N:29]1[CH2:30][C:31](=[O:35])[NH:32][CH2:33][CH2:34]1.[C:36](=[O:37])([O-:38])[O-:39].[CH3:42][N:43]1[CH2:44][CH2:45][CH2:46][C:47]1=[O:48].[CH3:49][CH2:50][O:51][C:52](=[O:53])[CH3:54].[Cu:55][I:56].[F:1][c:2]1[cH:3][cH:4][c:5]([C:6](=[O:7])[NH:8][CH:9]2[CH:10]([OH:19])[CH2:11][c:12]3[cH:13][cH:14][c:15]([I:18])[cH:16][c:17]32)[cH:20][cH:21]1.[K+:40].[K+:41]>>[F:1][c:2]1[cH:3][cH:4][c:5]([C:6](=[O:7])[NH:8][CH:9]2[CH:10]([OH:19])[CH2:11][c:12]3[cH:13][cH:14][c:15]([N:32]4[C:31](=[O:35])[CH2:30][N:29]([C:22](=[O:23])[O:24][C:25]([CH3:26])([CH3:27])[CH3:28])[CH2:34][CH2:33]4)[cH:16][c:17]32)[cH:20][cH:21]1. The product is CC(C)(C)OC(=O)N1CCN(c2ccc3c(c2)C(NC(=O)c2ccc(F)cc2)C(O)C3)C(=O)C1. Starting materials: CC(C)(C)OC(=O)N1CCNC(=O)C1, O=C([O-])[O-], CN1CCCC1=O, CCOC(C)=O, [Cu]I, O=C(NC1c2cc(I)ccc2CC1O)c1ccc(F)cc1, [K+], [K+]. Reactants: [Li+].CC(C)[N-]C(C)C (LDA), CC(CC1(C(N(CC1)CC(=O)OCC)=O)C(=C)C)C (Ethyl 3-(2-methylpropyl)-2-oxo-3-(propen-2-yl)-1-pyrrolidineacetate), C(C1=CC=CC=C1)Br (benzyl bromide). Solvent: C1CCOC1 (THF). Conditions: temperature -78 celsius, time 30 minute. The product is CC(CC1(C(N(CC1)C(C(=O)OCC)CC1=CC=CC=C1)=O)C(=C)C)C (Ethyl 3-(2-methylpropyl)-2-oxo-α-(phenylmethyl)-3-(propen-2-yl)-1-pyrrolidineacetate). Yield: 89.0%. Reaction SMILES: [CH3:1][CH:2]([CH3:19])[CH2:3][C:4]1([C:16]([CH3:18])=[CH2:17])[CH2:8][CH2:7][N:6]([CH2:9][C:10]([O:12][CH2:13][CH3:14])=[O:11])[C:5]1=[O:15].[Li+].CC([N-]C(C)C)C.[CH2:28](Br)[C:29]1[CH:34]=[CH:33][CH:32]=[CH:31][CH:30]=1>C1COCC1>[CH3:19][CH:2]([CH3:1])[CH2:3][C:4]1([C:16]([CH3:18])=[CH2:17])[CH2:8][CH2:7][N:6]([CH:9]([CH2:28][C:29]2[CH:34]=[CH:33][CH:32]=[CH:31][CH:30]=2)[C:10]([O:12][CH2:13][CH3:14])=[O:11])[C:5]1=[O:15] |f:1.2|. Procedure details: A solution of ethyl 3-(2-methylpropyl)-2-oxo-3-(propen-2-yl)-1-pyrrolidineacetate (Example 20, step 5; 1.63 g, 6.10 mmol) and THF (15 mL) is cooled to -78° C. and LDA (2.0M, 3.2 mL, 6.4 mmol) is added. The solution is stirred at -78° C. for 30 minutes and then benzyl bromide (0.80 mL, 6.7 mmol) is added. The solution is allowed to warm to 0° C. over 2 hours, and then stirred at 0° C. for 1 hour. After quenching with saturated aqueous ammonium chloride (10 mL), aqueous workup (EtOAc, MgSO4) and p...